From a dataset of the Open Reaction Database (ORD), a public repository of structured organic reaction records. describe an organic reaction: reactants, conditions, products, and yield Starting materials: BrC1=CC(=C(C=2OC3=C(C21)C=CC=C3)N)Br (1,3-dibromodibenzo[b,d]furan-4-amine), N1=CC=CC=C1 (pyridine), C(C)(=O)Cl (Acetyl chloride). Run in ClCCl (dichloromethane). The product is BrC1=CC(=C(C=2OC3=C(C21)C=CC=C3)NC(C)=O)Br (N-(1,3-dibromodibenzo[b,d]furan-4-yl)acetamide). The yield is 70.2%. As a reaction SMILES: [Br:1][C:2]1[C:10]2[C:9]3[CH:11]=[CH:12][CH:13]=[CH:14][C:8]=3[O:7][C:6]=2[C:5]([NH2:15])=[C:4]([Br:16])[CH:3]=1.N1C=CC=CC=1.[C:23](Cl)(=[O:25])[CH3:24]>ClCCl>[Br:1][C:2]1[C:10]2[C:9]3[CH:11]=[CH:12][CH:13]=[CH:14][C:8]=3[O:7][C:6]=2[C:5]([NH:15][C:23](=[O:25])[CH3:24])=[C:4]([Br:16])[CH:3]=1. Procedure: In a 2 L round-bottomed flask, 1,3-dibromodibenzo[b,d]furan-4-amine (76 g, 223 mmol) in dichloromethane (800 mL) and pyridine (180 mL, 2229 mmol) were cooled by ice bath. Acetyl chloride (31.7 mL, 446 mmol) was added dropwise while stirring. Then the ice bath was removed. The reaction was stirred at room temperature for 1 h. The residue was collected by filtration and washed by water and dichloromethane to give N-(1,3-dibromodibenzo[b,d]furan-4-yl)acetamide (60 g, 70.3% yield) as brown solid. Starting materials: COC(C(=CC1=CC(=CC(=C1)OC)OC)C1=CC=C(C=C1)OC1=CC=C(C=C1)C=O)=O (3-(3,5-dimethoxy-phenyl)-2-[4-(4-formylphenoxy)-phenyl]-acrylic acid methyl ester), C(=O)([O-])[O-].[K+].[K+] (K2CO3), S(=O)(=O)(OC)OC (dimethyl sulfate), Example 1 ( f ), COC=1C=C(C=C(C1)OC)C=C(C(=O)O)C1=CC=C(C=C1)OC1=CC=C(C=C1)C=O (3-(3,5-dimethoxyphenyl)-2-[4-(4-formylphenoxy)-phenyl]-acrylic acid), methyl ester, [BH4-].[Na+] (Sodium borohydride), COC(C(=CC1=CC(=CC(=C1)OC)OC)C1=CC=C(C=C1)OC1=CC=C(C=C1)C=O)=O (3-(3,5-dimethoxy-phenyl)-2-[4-(4-formylphenoxy)-phenyl]-acrylic acid methyl ester). Solvent: CN(C)C=O (DMF), C(C)O (ethanol). Run at time 1 hour. Product: COC(C(=CC1=CC(=CC(=C1)OC)OC)C1=CC=C(C=C1)OC1=CC=C(C=C1)CO)=O (3-(3,5-dimethoxyphenyl)-2-[4-(4-hydroxymethyl-phenoxy)-phenyl]-acrylic acid methyl ester). Reaction SMILES: [CH3:1][O:2][C:3](=[O:31])[C:4]([C:16]1[CH:21]=[CH:20][C:19]([O:22][C:23]2[CH:28]=[CH:27][C:26]([CH:29]=[O:30])=[CH:25][CH:24]=2)=[CH:18][CH:17]=1)=[CH:5][C:6]1[CH:11]=[C:10]([O:12][CH3:13])[CH:9]=[C:8]([O:14][CH3:15])[CH:7]=1.COC1C=C(C=C(C2C=CC(OC3C=CC(C=O)=CC=3)=CC=2)C(O)=O)C=C(OC)C=1.C([O-])([O-])=O.[K+].[K+].S(OC)(OC)(=O)=O.[BH4-].[Na+]>C(O)C.CN(C=O)C>[CH3:1][O:2][C:3](=[O:31])[C:4]([C:16]1[CH:21]=[CH:20][C:19]([O:22][C:23]2[CH:24]=[CH:25][C:26]([CH2:29][OH:30])=[CH:27][CH:28]=2)=[CH:18][CH:17]=1)=[CH:5][C:6]1[CH:11]=[C:10]([O:12][CH3:13])[CH:9]=[C:8]([O:14][CH3:15])[CH:7]=1 |f:2.3.4,6.7|. Reported procedure: 3-(3,5-dimethoxy-phenyl)-2-[4-(4-formylphenoxy)-phenyl]-acrylic acid methyl ester (21) was first prepared by converting the corresponding free acid (3) to the methyl ester by addition of DMF, K2CO3 and dimethyl sulfate in a manner analogous to Example 1 (f) above. Sodium borohydride (0.125 g, 3.3 mmol) was added to a suspension of 21 (1.26 g, 3 mmol) in ethanol (20 mL) and stirred at room temperature for 1 hr. The reaction was quenched with 5% aqueous HCl, and ethanol was evaporated under reduce... Reactants: C(C)(C)(C)C=1C=C(C(=O)C=2C=C3CCCC3=CC2OC)C=C(C1O)C(C)(C)C (5-(3,5-di-tert-butyl-4-hydroxybenzoyl)-6-methoxyindan), B(Br)(Br)Br.ClCCl (boron tribromide dichloromethane), C(C)O (ethanol). Run in ClCCl (dichloromethane). Product: C(C)(C)(C)C=1C=C(C(=O)C=2C=C3CCCC3=CC2O)C=C(C1O)C(C)(C)C (5-(3,5-di -tert-butyl-4-hydroxybenzoyl)-6-hydroxyindan). Yield: 83.6%. As a reaction SMILES: [C:1]([C:5]1[CH:6]=[C:7]([CH:21]=[C:22]([C:25]([CH3:28])([CH3:27])[CH3:26])[C:23]=1[OH:24])[C:8]([C:10]1[CH:11]=[C:12]2[C:16](=[CH:17][C:18]=1[O:19]C)[CH2:15][CH2:14][CH2:13]2)=[O:9])([CH3:4])([CH3:3])[CH3:2].B(Br)(Br)Br.ClCCl.C(O)C>ClCCl>[C:25]([C:22]1[CH:21]=[C:7]([CH:6]=[C:5]([C:1]([CH3:4])([CH3:3])[CH3:2])[C:23]=1[OH:24])[C:8]([C:10]1[CH:11]=[C:12]2[C:16](=[CH:17][C:18]=1[OH:19])[CH2:15][CH2:14][CH2:13]2)=[O:9])([CH3:28])([CH3:27])[CH3:26] |f:1.2|. Procedure: To a solution of 5-(3,5-di-tert-butyl-4-hydroxybenzoyl)-6-methoxyindan (3.8 g) in dichloromethane (30 ml) was added boron tribromide-dichloromethane (1:2, 3 ml) dropwise with ice-cooling and stirring. The mixture was stirred under ice-cooling for 15 minutes, after which ethanol (5 ml) was added dropwise. The mixture was then washed with water and dried (MgSO4) and the solvent was distilled off. To the residue was added hexane to give crystals of 5-(3,5-di -tert-butyl-4-hydroxybenzoyl)-6-hydroxyi... Starting materials: NC1=NC(C(N1C)=O)(C=1C=NN(C1)CC(F)(F)F)C1=CC(=CC=C1)OCC1=CC=CC=C1 (2-amino-5-[3-(benzyloxy)phenyl]-3-methyl-5-[1-(2,2,2-trifluoroethyl)-1H-pyrazol-4-yl]-3,5-dihydro-4H-imidazol-4-one). Reagents/catalysts: [Pd] (Pd/C). Solvent: C(C)O (ethanol). The product is NC1=NC(C(N1C)=O)(C=1C=NN(C1)CC(F)(F)F)C1=CC(=CC=C1)O (2-amino-5-(3-hydroxyphenyl)-3-methyl-5-[1-(2,2,2-trifluoroethyl)-1H-pyrazol-4-yl]-3,5-dihydro-4H-imidazol-4-one). Isolated yield 95.6%. RXN SMILES: [NH2:1][C:2]1[N:6]([CH3:7])[C:5](=[O:8])[C:4]([C:19]2[CH:24]=[CH:23][CH:22]=[C:21]([O:25]CC3C=CC=CC=3)[CH:20]=2)([C:9]2[CH:10]=[N:11][N:12]([CH2:14][C:15]([F:18])([F:17])[F:16])[CH:13]=2)[N:3]=1>C(O)C.[Pd]>[NH2:1][C:2]1[N:6]([CH3:7])[C:5](=[O:8])[C:4]([C:19]2[CH:24]=[CH:23][CH:22]=[C:21]([OH:25])[CH:20]=2)([C:9]2[CH:10]=[N:11][N:12]([CH2:14][C:15]([F:18])([F:17])[F:16])[CH:13]=2)[N:3]=1. Procedure: A mixture of 2-amino-5-[3-(benzyloxy)phenyl]-3-methyl-5-[1-(2,2,2-trifluoroethyl)-1H-pyrazol-4-yl]-3,5-dihydro-4H-imidazol-4-one (330 mg, 0.74 mmol) and Pd/C (33 mg) in ethanol (10 ml) is hydrogenated at 45 psi overnight. After removal of the catalyst by filtration, the filtrate is concentrated. The crude material is purified by flash chromatography (silica gel, EtOAc/2.0M ethanolic NH3: 90/10 to 80/20) to afford the title compound as a solid 250 mg (95%). mp: 118-120° C. MS (+) ES: 354 (M+H)+.